This data is from the Open Reaction Database (ORD), a public repository of structured organic reaction records. The task is: describe an organic reaction: reactants, conditions, products, and yield Starting materials: CSc1cc(C(O)c2ccccc2)ncn1, [Cl-], [H-], CI, [NH4+], [Na+], C1CCOC1. Yields the product COC(c1ccccc1)c1cc(SC)ncn1. Reaction SMILES: [CH3:3][S:4][c:5]1[cH:6][c:7]([CH:11]([c:12]2[cH:13][cH:14][cH:15][cH:16][cH:17]2)[OH:18])[n:8][cH:9][n:10]1.[Cl-:21].[H-:1].[I:19][CH3:20].[NH4+:22].[Na+:2].[O:23]1[CH2:24][CH2:25][CH2:26][CH2:27]1>>[CH3:3][S:4][c:5]1[cH:6][c:7]([CH:11]([c:12]2[cH:13][cH:14][cH:15][cH:16][cH:17]2)[O:18][CH3:20])[n:8][cH:9][n:10]1.